Dataset: the Open Reaction Database (ORD), a public repository of structured organic reaction records. Task: describe an organic reaction: reactants, conditions, products, and yield Starting materials: CCC1(C)CC(O)C(C)C(C)(CC)N1, Cc1ccccc1, ClCc1ccccc1, [H-], [Na+]. Product: CCC1(C)CC(OCc2ccccc2)C(C)C(C)(CC)N1. As a reaction SMILES: [CH2:1]([CH3:2])[C:3]1([CH3:14])[NH:4][C:5]([CH3:11])([CH2:12][CH3:13])[CH2:6][CH:7]([OH:10])[CH:8]1[CH3:9].[CH3:25][c:26]1[cH:27][cH:28][cH:29][cH:30][cH:31]1.[Cl:17][CH2:18][c:19]1[cH:20][cH:21][cH:22][cH:23][cH:24]1.[H-:15].[Na+:16]>>[CH2:1]([CH3:2])[C:3]1([CH3:14])[NH:4][C:5]([CH3:11])([CH2:12][CH3:13])[CH2:6][CH:7]([O:10][CH2:18][c:19]2[cH:20][cH:21][cH:22][cH:23][cH:24]2)[CH:8]1[CH3:9]. As a reaction SMILES: [CH3:1][O:2][C:3]1[CH:8]=[CH:7][CH:6]=[CH:5][C:4]=1[OH:9].C(=O)([O-])[O-].[K+].[K+].[F:16][C:17]([F:21])([F:20])[CH2:18]I.O>CN1CCCC1=O>[CH3:1][O:2][C:3]1[CH:8]=[CH:7][CH:6]=[CH:5][C:4]=1[O:9][CH2:18][C:17]([F:21])([F:20])[F:16] |f:1.2.3|. Procedure: To a solution of 2-Methoxy phenol (IX) (5 g, 0.04 moles) in N-methylpyrrolidone (50 ml) were added, potassium carbonate (7.8 g, 0.06 mole) and 2,2,2-trifluoroethyl iodide (33.8 g, 0.16 mole) under stirring. The reaction mixture was stirred vigorously at 120° C. for 10 hours. Water (150 ml) was added to the reaction mixture and the mixture was extracted in Toluene (250 ml). Organic layer was washed with 1 N Sodium hydroxide solution (150 ml), followed by brine wash. The extract was dried over sod... The yield is 87.3%. The solvent is CN1C(CCC1)=O (N-methylpyrrolidone). Product: COC1=C(C=CC=C1)OCC(F)(F)F (1-Methoxy-2-(2,2,2-trifluoroethoxy)benzene). Reactants: O (Water), C([O-])([O-])=O.[K+].[K+] (potassium carbonate), FC(CI)(F)F (2,2,2-trifluoroethyl iodide), COC1=C(C=CC=C1)O (2-Methoxy phenol). Conditions: temperature 120 celsius, time 10 hour. The yield is 63.8%. Product: C(#N)C=1C=C(C=CC1)N(C(=O)OC(C)(C)C)NCCC (tert-Butyl 2-(3-cyanophenyl)-3-propylcarbazate). Solvent: CO (methanol). Reaction SMILES: [C:1]([C:3]1[CH:4]=[C:5]([N:9]([N:17]([CH2:24][CH2:25][CH3:26])C(=O)C(F)(F)F)[C:10]([O:12][C:13]([CH3:16])([CH3:15])[CH3:14])=[O:11])[CH:6]=[CH:7][CH:8]=1)#[N:2].O.[OH-].[Li+]>CO>[C:1]([C:3]1[CH:4]=[C:5]([N:9]([NH:17][CH2:24][CH2:25][CH3:26])[C:10]([O:12][C:13]([CH3:14])([CH3:15])[CH3:16])=[O:11])[CH:6]=[CH:7][CH:8]=1)#[N:2] |f:2.3|. Run at time 5 hour. The reactants are O (water), [OH-].[Li+] (lithium hydroxide), C(#N)C=1C=C(C=CC1)N(C(=O)OC(C)(C)C)N(C(C(F)(F)F)=O)CCC (tert-Butyl 2-(3-cyanophenyl)-3-propyl-3-(2,2,2-trifluoracetyl)carbazate). Reported procedure: 5.64 g (15.187 mmol) of crude product 403 are dissolved in 100 ml of methanol and treated at RT with 10 ml of completely deionized water and 1.08 g (45.24 mmol) of lithium hydroxide. The reaction mixture is then stirred for 5 h. After customary work-up, 2.67 g (63.8%) of 404 are thus obtained as an oil; MS(FAB)=276. The reactants are [BH4-], CCOCC, CCOC(=O)C(Cc1ccc(C(F)(F)F)cc1)C(=O)c1ccc(OC)cc1, [Cl-], [Cl-], Cl, [Na+], [Zn+2]. Product: CCOC(=O)C(Cc1ccc(C(F)(F)F)cc1)C(O)c1ccc(OC)cc1. Reaction SMILES: [BH4-:1].[CH3:31][CH2:32][O:33][CH2:34][CH3:35].[CH3:3][O:4][c:5]1[cH:6][cH:7][c:8]([C:11]([CH:12]([C:13](=[O:14])[O:15][CH2:16][CH3:17])[CH2:18][c:19]2[cH:20][cH:21][c:22]([C:25]([F:26])([F:27])[F:28])[cH:23][cH:24]2)=[O:29])[cH:9][cH:10]1.[Cl-:36].[Cl-:38].[ClH:30].[Na+:2].[Zn+2:37]>>[CH3:3][O:4][c:5]1[cH:6][cH:7][c:8]([CH:11]([CH:12]([C:13](=[O:14])[O:15][CH2:16][CH3:17])[CH2:18][c:19]2[cH:20][cH:21][c:22]([C:25]([F:26])([F:27])[F:28])[cH:23][cH:24]2)[OH:29])[cH:9][cH:10]1. Starting materials: C1CCOC1, CCOC(=O)C1(CCF)Cc2c(ccc(OC)c2Cl)C1=O. The product is COc1ccc2c(c1Cl)CC(CCF)C2=O. As a reaction SMILES: [CH2:22]1[O:23][CH2:24][CH2:25][CH2:26]1.[Cl:1][c:2]1[c:3]2[c:7]([cH:8][cH:9][c:10]1[O:11][CH3:12])[C:6](=[O:13])[C:5]([C:14]([O:15][CH2:16][CH3:17])=[O:18])([CH2:19][CH2:20][F:21])[CH2:4]2>>[Cl:1][c:2]1[c:3]2[c:7]([cH:8][cH:9][c:10]1[O:11][CH3:12])[C:6](=[O:13])[CH:5]([CH2:19][CH2:20][F:21])[CH2:4]2. Reactants: CN(C)c1cccc2cccc(N(C)C)c12, CN(C)c1cccc2cccc(N(C)C)c12, O=C(Cl)CCCl, N#Cc1ncn2c1NCC=C2c1cccc(C(F)(F)F)c1, C1CCOC1. Yields the product N#Cc1ncn2c1N(C(=O)CCCl)CC=C2c1cccc(C(F)(F)F)c1. As a reaction SMILES: [CH3:22][N:23]([CH3:24])[c:25]1[c:26]2[c:27]([cH:28][cH:29][cH:30][c:31]2[N:32]([CH3:33])[CH3:34])[cH:35][cH:36][cH:37]1.[CH3:38][N:39]([CH3:40])[c:41]1[c:42]2[c:43]([cH:44][cH:45][cH:46][c:47]2[N:48]([CH3:49])[CH3:50])[cH:51][cH:52][cH:53]1.[Cl:54][CH2:55][CH2:56][C:57](=[O:58])[Cl:59].[F:1][C:2]([c:3]1[cH:4][c:5]([C:9]2=[CH:10][CH2:11][NH:12][c:13]3[n:14]2[cH:15][n:16][c:17]3[C:18]#[N:19])[cH:6][cH:7][cH:8]1)([F:20])[F:21].[O:60]1[CH2:61][CH2:62][CH2:63][CH2:64]1>>[F:1][C:2]([c:3]1[cH:4][c:5]([C:9]2=[CH:10][CH2:11][N:12]([C:57]([CH2:56][CH2:55][Cl:54])=[O:58])[c:13]3[n:14]2[cH:15][n:16][c:17]3[C:18]#[N:19])[cH:6][cH:7][cH:8]1)([F:20])[F:21]. The product is COC(=O)c1ccc(CCCNCCCc2cccc(Cl)c2)s1. The reactants are [BH4-], COC(=O)c1ccc(CCCN)s1, CO, CCN(C(C)C)C(C)C, O=CCCc1cccc(Cl)c1, [Na+]. Reaction SMILES: [BH4-:34].[CH3:1][O:2][C:3](=[O:4])[c:5]1[s:6][c:7]([CH2:10][CH2:11][CH2:12][NH2:13])[cH:8][cH:9]1.[CH3:36][OH:37].[CH:14]([N:15]([CH:16]([CH3:17])[CH3:18])[CH2:19][CH3:20])([CH3:21])[CH3:22].[Cl:23][c:24]1[cH:25][c:26]([CH2:30][CH2:31][CH:32]=[O:33])[cH:27][cH:28][cH:29]1.[Na+:35]>>[CH3:1][O:2][C:3](=[O:4])[c:5]1[s:6][c:7]([CH2:10][CH2:11][CH2:12][NH:13][CH2:32][CH2:31][CH2:30][c:26]2[cH:25][c:24]([Cl:23])[cH:29][cH:28][cH:27]2)[cH:8][cH:9]1. Reactants: CC(C)(C)C(=O)CBr, C1CCSC1, CC(C)=O. Yields the product [Br-], CC(C)(C)C(=O)C[S+]1CCCC1. RXN SMILES: [Br:6][CH2:7][C:8]([C:9]([CH3:10])([CH3:11])[CH3:12])=[O:13].[CH2:1]1[CH2:2][CH2:3][S:4][CH2:5]1.[CH3:14][C:15](=[O:16])[CH3:17]>>[Br-:6].[CH2:1]1[CH2:2][CH2:3][S+:4]([CH2:7][C:8]([C:9]([CH3:10])([CH3:11])[CH3:12])=[O:13])[CH2:5]1. Product: CN(C)CCOc1ccc(N)cc1. The reactants are C1CCOC1, CN(C)CCO, Nc1ccc(O)cc1, CCOC(=O)N=NC(=O)OCC. As a reaction SMILES: [CH2:27]1[O:28][CH2:29][CH2:30][CH2:31]1.[CH3:21][N:22]([CH3:23])[CH2:24][CH2:25][OH:26].[NH2:1][c:2]1[cH:3][cH:4][c:5]([OH:6])[cH:7][cH:8]1.[O:9]=[C:10]([O:11][CH2:12][CH3:13])[N:14]=[N:15][C:16]([O:17][CH2:18][CH3:19])=[O:20]>>[NH2:1][c:2]1[cH:3][cH:4][c:5]([O:6][CH2:25][CH2:24][N:22]([CH3:21])[CH3:23])[cH:7][cH:8]1.